Dataset: the Open Reaction Database (ORD), a public repository of structured organic reaction records. Task: describe an organic reaction: reactants, conditions, products, and yield Reactants: S(=O)(Cl)Cl (thionyl chloride), OC(C)C=1N=CC=2CCCCC2C1 (3-(1-Hydroxyethyl)-5,6,7,8-tetrahydroisoquinoline). Run in ClCCl (dichloromethane), ClCCl (dichloromethane), one. Run at temperature 0 celsius, time 2 hour. Product: ClC(C)C=1N=CC=2CCCCC2C1 (3-(1-chloroethyl)-5,6,7,8-tetrahydroisoquinoline). The yield is 86.6%. RXN SMILES: O[CH:2]([C:4]1[N:5]=[CH:6][C:7]2[CH2:8][CH2:9][CH2:10][CH2:11][C:12]=2[CH:13]=1)[CH3:3].S(Cl)([Cl:16])=O>ClCCl>[Cl:16][CH:2]([C:4]1[N:5]=[CH:6][C:7]2[CH2:8][CH2:9][CH2:10][CH2:11][C:12]=2[CH:13]=1)[CH3:3]. Procedure: 3-(1-Hydroxyethyl)-5,6,7,8-tetrahydroisoquinoline (360 mg, 2.0 mmole) was dissolved in 4 ml dichloromethane in a 25 ml one neck round bottom flask under nitrogen. The solution is cooled to 0° C., is treated dropwise with thionyl chloride (218 μl, 3.0 mmole) in 3 ml dichloromethane, and is stirred 2 h at 0° C. followed by 1.5 h at room temperature. The mixture is recooled to 0° C., is quenched with 20 ml saturated sodium bicarbonate, and the layers are separated. The aqueous layer is extracted wi... Starting materials: O.C([O-])(O)=O.[Na+] (sodium bicarbonate water), C(C)(C)(C)OC(=O)N1C[C@H]([C@@H](C1)N1C(/C(/CCC1)=C/C1=CC(=C(C=C1)N1C=NC(=C1)C)OC)=O)O ((E)-trans-3-hydroxy-4-(3-(3-methoxy-4-(4-methyl-1H-imidazol-1-yl)benzylidene)-2-oxopiperidin-1-yl)pyrrolidine-1-carboxylic acid tert-butyl ester), CC(C)OC(=O)/N=N/C(=O)OC(C)C (diisopropylazodicarboxylate), C1(=CC=CC=C1)P(C1=CC=CC=C1)C1=CC=CC=C1 (triphenylphosphine). Run in C(C)(=O)OCC (Ethyl acetate), C(C)(=O)O (acetic acid), C1CCOC1 (THF). Run at time 3 hour. Yields the product C(C)(C)(C)OC(=O)N1C[C@H]([C@H](C1)N1C(/C(/CCC1)=C/C1=CC(=C(C=C1)N1C=NC(=C1)C)OC)=O)O ((E)-cis-3-hydroxy-4-{3-(3-methoxy-4-(4-methyl-1H-imidazol-1-yl)benzylidene]-2-oxopiperidin-1-yl}pyrrolidine-1-carboxylic acid tert-butyl ester). The yield is 33.3%. As a reaction SMILES: [C:1]([O:5][C:6]([N:8]1[CH2:12][C@@H:11]([N:13]2[CH2:18][CH2:17][CH2:16]/[C:15](=[CH:19]\[C:20]3[CH:25]=[CH:24][C:23]([N:26]4[CH:30]=[C:29]([CH3:31])[N:28]=[CH:27]4)=[C:22]([O:32][CH3:33])[CH:21]=3)/[C:14]2=[O:34])[C@H:10]([OH:35])[CH2:9]1)=[O:7])([CH3:4])([CH3:3])[CH3:2].CC(OC(/N=N/C(OC(C)C)=O)=O)C.C1(P(C2C=CC=CC=2)C2C=CC=CC=2)C=CC=CC=1.O.C(=O)(O)[O-].[Na+]>C(OCC)(=O)C.C(O)(=O)C.C1COCC1>[C:1]([O:5][C:6]([N:8]1[CH2:12][C@H:11]([N:13]2[CH2:18][CH2:17][CH2:16]/[C:15](=[CH:19]\[C:20]3[CH:25]=[CH:24][C:23]([N:26]4[CH:30]=[C:29]([CH3:31])[N:28]=[CH:27]4)=[C:22]([O:32][CH3:33])[CH:21]=3)/[C:14]2=[O:34])[C@H:10]([OH:35])[CH2:9]1)=[O:7])([CH3:2])([CH3:4])[CH3:3] |f:3.4.5|. Procedure: To a THF (5 mL) solution of (E)-trans-3-hydroxy-4-(3-(3-methoxy-4-(4-methyl-1H-imidazol-1-yl)benzylidene)-2-oxopiperidin-1-yl)pyrrolidine-1-carboxylic acid tert-butyl ester (30 mg) obtained in Example 554, diisopropylazodicarboxylate (0.024 mL), triphenylphosphine (33 mg) and acetic acid (0.007 mL) were added, and the reaction solution was agitated at room temperature for 3 hours. Ethyl acetate and a saturated sodium bicarbonate water were added to the reaction solution, and the organic layer wa...